Dataset: the Open Reaction Database (ORD), a public repository of structured organic reaction records. Task: describe an organic reaction: reactants, conditions, products, and yield Reactants: C(C)(C)(C)OC(COC1=C(C=C(C=C1)Cl)Br)=O (tert-butyl(2-bromo-4-chlorophenoxy)acetate), BrC1=C(C=CC(=C1)C(F)(F)F)O (2-bromo-4-(trifluoromethyl)phenol), BrCC(=O)OC(C)(C)C (tert-butyl bromoacetate). Product: C(C)(C)(C)OC(COC1=C(C=C(C=C1)C(F)(F)F)Br)=O (tert-butyl[2-bromo-4-(trifluoromethyl)phenoxy]acetate). As a reaction SMILES: [C:1]([O:5][C:6](=[O:17])[CH2:7][O:8][C:9]1[CH:14]=[CH:13][C:12](Cl)=[CH:11][C:10]=1[Br:16])([CH3:4])([CH3:3])[CH3:2].BrC1C=C([C:25]([F:28])([F:27])[F:26])C=CC=1O.BrCC(OC(C)(C)C)=O>>[C:1]([O:5][C:6](=[O:17])[CH2:7][O:8][C:9]1[CH:14]=[CH:13][C:12]([C:25]([F:28])([F:27])[F:26])=[CH:11][C:10]=1[Br:16])([CH3:4])([CH3:3])[CH3:2]. Procedure details: Following the general method as outlined in Intermediate 1, starting from 2-bromo-4-(trifluoromethyl)phenol and tert-butyl bromoacetate (Aldrich), the title compound was obtained as a dark orange sticky solid in quantitative yield. Reactants: CC1=C(C(=CC=C1)C)C1=NN2C(C=CC(=C2)C(=O)OC)=N1 (methyl 2-(2,6-dimethylphenyl)-[1,2,4]triazolo[1,5-a]pyridine-6-carboxylate), CC(C)C[AlH]CC(C)C (DiBAL-H). The solvent is C(Cl)Cl (DCM). Conditions: time 2 hour. The product is CC1=C(C(=CC=C1)C)C1=NN2C(C=CC(=C2)CO)=N1 ([2-(2,6-Dimethylphenyl)-[1,2,4]triazolo[1,5-a]pyridin-6-yl]methanol). The yield is 57.3%. Reaction SMILES: [CH3:1][C:2]1[CH:7]=[CH:6][CH:5]=[C:4]([CH3:8])[C:3]=1[C:9]1[N:21]=[C:12]2[CH:13]=[CH:14][C:15]([C:17](OC)=[O:18])=[CH:16][N:11]2[N:10]=1.CC(C[AlH]CC(C)C)C>C(Cl)Cl>[CH3:1][C:2]1[CH:7]=[CH:6][CH:5]=[C:4]([CH3:8])[C:3]=1[C:9]1[N:21]=[C:12]2[CH:13]=[CH:14][C:15]([CH2:17][OH:18])=[CH:16][N:11]2[N:10]=1. Reported procedure: To a solution of methyl 2-(2,6-dimethylphenyl)-[1,2,4]triazolo[1,5-a]pyridine-6-carboxylate (0.35 g, 1.24 mmol) in DCM (20 mL), DiBAL-H (1 M solution in toluene, 4.98 mL, 4.98 mmol) is added drop wise at 0° C. The reaction mixture is warmed to room temperature and stirred for 2 hours. The reaction is quenched with aqueous NH4Cl solution and extracted with EtOAc (4×50 mL). The combined extracts are dried over sodium sulphate, filtered, and concentrated. The crude material is purified by silica ge... The reactants are C(CC1=CC=CC=C1)N (phenethylamine), COC(C1=CC=C(C=C1)C=1N=C(C2=C(N1)SC(=C2)C)Cl)=O (4-(4-chloro-6-methyl-thieno-[2,3-d]-pyrimidin-2-yl)-benzoic acid methylester). The product is COC(C1=CC=C(C=C1)C=1N=C(C2=C(N1)SC(=C2)C)NCCC2=CC=CC=C2)=O (4-(4-phenethylamino-6-methyl-thieno-[2,3-d]-pyrimidin-2-yl)-benzoic acid methylester). Reaction SMILES: [CH2:1]([NH2:9])[CH2:2][C:3]1[CH:8]=[CH:7][CH:6]=[CH:5][CH:4]=1.[CH3:10][O:11][C:12](=[O:30])[C:13]1[CH:18]=[CH:17][C:16]([C:19]2[N:20]=[C:21](Cl)[C:22]3[CH:27]=[C:26]([CH3:28])[S:25][C:23]=3[N:24]=2)=[CH:15][CH:14]=1>>[CH3:10][O:11][C:12](=[O:30])[C:13]1[CH:14]=[CH:15][C:16]([C:19]2[N:20]=[C:21]([NH:9][CH2:1][CH2:2][C:3]3[CH:8]=[CH:7][CH:6]=[CH:5][CH:4]=3)[C:22]3[CH:27]=[C:26]([CH3:28])[S:25][C:23]=3[N:24]=2)=[CH:17][CH:18]=1. Reported procedure: The reaction procedure as above wherein phenethylamine is reacted with 4-(4-chloro-6-methyl-thieno-[2,3-d]-pyrimidin-2-yl)-benzoic acid methylester yields 4-(4-phenethylamino-6-methyl-thieno-[2,3-d]-pyrimidin-2-yl)-benzoic acid methylester; The reactants are CC(=O)Oc1c(C)c(C)c2c(c1C)CC(CC(=O)O)O2, O=C(Cl)C(=O)Cl, c1ccccc1. The product is CC(=O)Oc1c(C)c(C)c2c(c1C)CC(CC(=O)Cl)O2. RXN SMILES: [C:1]([CH3:2])(=[O:3])[O:4][c:5]1[c:6]([CH3:20])[c:7]([CH3:19])[c:8]2[c:9]([c:17]1[CH3:18])[CH2:10][CH:11]([CH2:13][C:14](=[O:15])[OH:16])[O:12]2.[Cl:21][C:22]([C:23]([Cl:24])=[O:25])=[O:26].[cH:27]1[cH:28][cH:29][cH:30][cH:31][cH:32]1>>[C:1]([CH3:2])(=[O:3])[O:4][c:5]1[c:6]([CH3:20])[c:7]([CH3:19])[c:8]2[c:9]([c:17]1[CH3:18])[CH2:10][CH:11]([CH2:13][C:14](=[O:15])[Cl:21])[O:12]2. Reactants: O=CCC=1C=C2C=C(NC2=CC1)C=1C(NC2=CC=CC=C2C1)=O (3-{5-[2-oxoethyl]-1H-indol-2-yl}quinolin-2(1H)-one), CS(=O)(=O)N1CCNCC1 (1-(methylsulfonyl)piperazine), C(C)(=O)O (acetic acid), C(C)(=O)O[BH-](OC(C)=O)OC(C)=O.[Na+] (sodium triacetoxyborohydride). Solvent: ClCCCl (1,2-dichloroethane). Reaction conditions: time 18 hour. Yields the product CS(=O)(=O)N1CCN(CC1)CCC=1C=C2C=C(NC2=CC1)C=1C(NC2=CC=CC=C2C1)=O (3-(5-{2-[4-(methylsulfonyl)piperazin-1-yl]ethyl}-1H-indol-2-yl)quinolin-2(1H)-one). Reaction SMILES: O=[CH:2][CH2:3][C:4]1[CH:5]=[C:6]2[C:10](=[CH:11][CH:12]=1)[NH:9][C:8]([C:13]1[C:14](=[O:23])[NH:15][C:16]3[C:21]([CH:22]=1)=[CH:20][CH:19]=[CH:18][CH:17]=3)=[CH:7]2.[CH3:24][S:25]([N:28]1[CH2:33][CH2:32][NH:31][CH2:30][CH2:29]1)(=[O:27])=[O:26].C(O)(=O)C.C(O[BH-](OC(=O)C)OC(=O)C)(=O)C.[Na+]>ClCCCl>[CH3:24][S:25]([N:28]1[CH2:33][CH2:32][N:31]([CH2:2][CH2:3][C:4]2[CH:5]=[C:6]3[C:10](=[CH:11][CH:12]=2)[NH:9][C:8]([C:13]2[C:14](=[O:23])[NH:15][C:16]4[C:21]([CH:22]=2)=[CH:20][CH:19]=[CH:18][CH:17]=4)=[CH:7]3)[CH2:30][CH2:29]1)(=[O:27])=[O:26] |f:3.4|. Reported procedure: A slurry of the 3-{5-[2-oxoethyl]-1H-indol-2-yl}quinolin-2(1H)-one (10-2, 75 mg, 0.25 mmol, 1 equiv) and 1-(methylsulfonyl)piperazine (163 mg, 1.0 mmol, 4 equiv) in 1,2-dichloroethane(100 mL) was treated with acetic acid (0.67 mg, 1.12 mmol, 4.5 equiv) and sodium triacetoxyborohydride (156 mg, 0.75 mmol, 3 equiv) and the reaction was stirred under ambient conditions for 18 hours. The reaction was concentrated and the residue was partitioned between EtOAc and sat. NaHCO3 solution. The organic lay...